Dataset: the Open Reaction Database (ORD), a public repository of structured organic reaction records. Task: describe an organic reaction: reactants, conditions, products, and yield Starting materials: BrC1C(N(OCC1)C(C)C)=O (dihydro-4-bromo-2-isopropyl-2H-1,2-oxazin-3(4H)-one), C(C)(C)(C)C=1C=C(C=O)C=C(C1O)C(C)(C)C (3,5-di-tert-butyl-4-hydroxybenzaldehyde). The reagents and catalysts are [Zn] (zinc). Solvent: C1=CC=CC=C1 (benzene). Yields the product C(C)(C)(C)C=1C=C(C=C(C1O)C(C)(C)C)C(C1C(N(OCC1)C(C)C)=O)O (dihydro-4-[(3,5-di-tert-butyl-4-hydroxyphenyl)hydroxymethyl]-2-isopropyl-2H-1,2-oxazin-3(4H)-one). Yield: 63.6%. RXN SMILES: Br[CH:2]1[CH2:7][CH2:6][O:5][N:4]([CH:8]([CH3:10])[CH3:9])[C:3]1=[O:11].[C:12]([C:16]1[CH:17]=[C:18]([CH:21]=[C:22]([C:25]([CH3:28])([CH3:27])[CH3:26])[C:23]=1[OH:24])[CH:19]=[O:20])([CH3:15])([CH3:14])[CH3:13]>C1C=CC=CC=1.[Zn]>[C:25]([C:22]1[CH:21]=[C:18]([CH:19]([OH:20])[CH:2]2[CH2:7][CH2:6][O:5][N:4]([CH:8]([CH3:10])[CH3:9])[C:3]2=[O:11])[CH:17]=[C:16]([C:12]([CH3:15])([CH3:14])[CH3:13])[C:23]=1[OH:24])([CH3:28])([CH3:26])[CH3:27]. Reported procedure: A stirred mixture of 1.1 g (5 mmol) dihydro-4-bromo-2-isopropyl-2H-1,2-oxazin-3(4H)-one, 1.2 g (5 mmol) of 3,5-di-tert-butyl-4-hydroxybenzaldehyde and 1 g of zinc dust in 20 ml of benzene were refluxed for 15 hours and concentrated. The concentrate was taken up in methylene chloride and chromatographed on silica gel with 30% ethyl acetate-hexane to yield 1.2 g of dihydro-4-[(3,5-di-tert-butyl-4-hydroxyphenyl)hydroxymethyl]-2-isopropyl-2H-1,2-oxazin-3(4H)-one, mp 150°-153° C.